Dataset: the Open Reaction Database (ORD), a public repository of structured organic reaction records. Task: describe an organic reaction: reactants, conditions, products, and yield The reactants are P(Br)(Br)Br (PBr3), FC=1C=C(C=CC1)C1=C(OC(C2=CC=CC=C12)=O)C(C)O (4-(3-fluorophenyl)-3-(1-hydroxyethyl)-1H-isochromen-1-one), FC=1C=C(C=CC1)C1=C(OC(C2=CC=CC=C12)=O)C(C)O (4-(3-fluorophenyl)-3-(1-hydroxyethyl)-1H-isochromen-1-one). The solvent is C(Cl)Cl (DCM), C(Cl)Cl (DCM). Run at time 2 hour. Product: BrC(C)C=1OC(C2=CC=CC=C2C1C1=CC(=CC=C1)F)=O (3-(1-Bromoethyl)-4-(3-fluorophenyl)-1H-isochromen-1-one). RXN SMILES: P(Br)(Br)[Br:2].[F:5][C:6]1[CH:7]=[C:8]([C:12]2[C:21]3[C:16](=[CH:17][CH:18]=[CH:19][CH:20]=3)[C:15](=[O:22])[O:14][C:13]=2[CH:23](O)[CH3:24])[CH:9]=[CH:10][CH:11]=1>C(Cl)Cl>[Br:2][CH:23]([C:13]1[O:14][C:15](=[O:22])[C:16]2[C:21]([C:12]=1[C:8]1[CH:9]=[CH:10][CH:11]=[C:6]([F:5])[CH:7]=1)=[CH:20][CH:19]=[CH:18][CH:17]=2)[CH3:24]. Procedure details: 1 M PBr3 in DCM (2.3 ml, 2.332 mmol) was added to a solution of 4-(3-fluorophenyl)-3-(1-hydroxyethyl)-1H-isochromen-1-one (intermediate B7, 390 mg, 1.372 mmol) in DCM (7.8 ml) and the mixture stirred at RT for 2 hrs. The reaction mixture was then evaporated under reduced pressure and purified on a silica Biotage SNAP 100 g, eluting with a gradient of hexane and EtOAc to give the title (227 mg, 47.7%). The reactants are Br, COCCn1c(C)c(C)sc1=N, COCCOc1ccccc1C(=O)O. The product is COCCOc1ccccc1C(=O)N=c1sc(C)c(C)n1CCOC. RXN SMILES: [BrH:15].[CH3:16][O:17][CH2:18][CH2:19][n:20]1[c:21](=[NH:27])[s:22][c:23]([CH3:26])[c:24]1[CH3:25].[CH3:1][O:2][CH2:3][CH2:4][O:5][c:6]1[c:7]([C:8](=[O:9])[OH:10])[cH:11][cH:12][cH:13][cH:14]1>>[CH3:1][O:2][CH2:3][CH2:4][O:5][c:6]1[c:7]([C:8](=[O:10])[N:27]=[c:21]2[n:20]([CH2:19][CH2:18][O:17][CH3:16])[c:24]([CH3:25])[c:23]([CH3:26])[s:22]2)[cH:11][cH:12][cH:13][cH:14]1.